From a dataset of the Open Reaction Database (ORD), a public repository of structured organic reaction records. describe an organic reaction: reactants, conditions, products, and yield The reactants are COCCOc1cc2ncc(C#N)c(Cl)c2cc1OCc1ccccc1, O=C(O)C(F)(F)F, CSc1ccccc1. The product is COCCOc1cc2ncc(C#N)c(Cl)c2cc1O. Reaction SMILES: [CH2:1]([c:2]1[cH:3][cH:4][cH:5][cH:6][cH:7]1)[O:8][c:9]1[cH:10][c:11]2[c:12]([Cl:26])[c:13]([C:24]#[N:25])[cH:14][n:15][c:16]2[cH:17][c:18]1[O:19][CH2:20][CH2:21][O:22][CH3:23].[OH:35][C:36]([C:37]([F:38])([F:39])[F:40])=[O:41].[c:27]1([S:28][CH3:29])[cH:30][cH:31][cH:32][cH:33][cH:34]1>>[OH:8][c:9]1[cH:10][c:11]2[c:12]([Cl:26])[c:13]([C:24]#[N:25])[cH:14][n:15][c:16]2[cH:17][c:18]1[O:19][CH2:20][CH2:21][O:22][CH3:23]. Reaction SMILES: [CH3:1][C:2]([CH3:16])=[CH:3][CH2:4][O:5][C:6]1[CH:15]=[CH:14][C:9]([O:10][CH2:11][CH2:12][OH:13])=[CH:8][CH:7]=1.[CH:17]([N:20]=[C:21]=[O:22])([CH3:19])[CH3:18]>>[CH:17]([NH:20][C:21](=[O:22])[O:13][CH2:12][CH2:11][O:10][C:9]1[CH:14]=[CH:15][C:6]([O:5][CH2:4][CH:3]=[C:2]([CH3:16])[CH3:1])=[CH:7][CH:8]=1)([CH3:19])[CH3:18]. Procedure details: Following the procedure of Example 9, 2[4-(3-methyl-2-butenoxy)phenoxy]ethanol and isopropyl isocyanate are reacted together to give O-2-[4-(3-methyl-2-butenoxy)phenoxy]ethyl N-isopropylcarbamate, MS, m/e 307 (M+). Reactants: CC(=CCOC1=CC=C(OCCO)C=C1)C (2[4-(3-methyl-2-butenoxy)phenoxy]ethanol), C(C)(C)N=C=O (isopropyl isocyanate). The product is C(C)(C)NC(OCCOC1=CC=C(C=C1)OCC=C(C)C)=O (O-2-[4-(3-methyl-2-butenoxy)phenoxy]ethyl N-isopropylcarbamate). The reactants are ClC1=CC(=C(C(=N1)SCC)C(=O)NCC1=CC(=CC=C1)F)C (6-chloro-2-ethylsulfanyl-N-[(3-fluorophenyl)-methyl]-4-methyl-pyridine-3-carboxylic acid amide), COC1CNC1 (3-methoxy-azetidine), C(=O)([O-])[O-].[Cs+].[Cs+] (Cs2CO3). The solvent is O1CCOCC1 (1,4-dioxane). The product is C(C)SC1=NC(=CC(=C1C(=O)NCC1=CC(=CC=C1)F)C)N1CC(C1)OC (2-ethylsulfanyl-N-[(3-fluorophenyl)-methyl]-6-(3-methoxy-azetidin-1-yl)-4-methyl-pyridine-3-carboxylic acid amide). Yield: 31.0%. RXN SMILES: Cl[C:2]1[N:7]=[C:6]([S:8][CH2:9][CH3:10])[C:5]([C:11]([NH:13][CH2:14][C:15]2[CH:20]=[CH:19][CH:18]=[C:17]([F:21])[CH:16]=2)=[O:12])=[C:4]([CH3:22])[CH:3]=1.[CH3:23][O:24][CH:25]1[CH2:28][NH:27][CH2:26]1.C([O-])([O-])=O.[Cs+].[Cs+]>O1CCOCC1>[CH2:9]([S:8][C:6]1[C:5]([C:11]([NH:13][CH2:14][C:15]2[CH:20]=[CH:19][CH:18]=[C:17]([F:21])[CH:16]=2)=[O:12])=[C:4]([CH3:22])[CH:3]=[C:2]([N:27]2[CH2:28][CH:25]([O:24][CH3:23])[CH2:26]2)[N:7]=1)[CH3:10] |f:2.3.4|. Reported procedure: A solution of 410 mg (1.2 mmol) 6-chloro-2-ethylsulfanyl-N-[(3-fluorophenyl)-methyl]-4-methyl-pyridine-3-carboxylic acid amide (synthesis is described in section b) of example 2), 125 mg (1.0 mmol) 3-methoxy-azetidine and 824 mg (2.53 mmol) Cs2CO3 in 1,4-dioxane (7 ml) was heated at 110° C. for 24 h. Subsequently the RM was concentrated in vacuo. The residue obtained was partitioned between water and EtOAc. The organic layer was separated, dried over MgSO4 and concentrated in vacuo. Purification... Reactants: C(C)(C)(C)C(=O)N(C(=O)C(C)(C)C)C1=CC(=C(C=C1)C)OCC(F)(F)F (4-(N,N-di-(tert-butylcarbonyl)amino)-2-(2,2,2-trifluoroethoxy)-toluene), C1CC(=O)N(C1=O)Br (NBS), CC(C)(C#N)N=NC(C)(C)C#N (AIBN). The solvent is C(Cl)(Cl)(Cl)Cl (CCl4). Yields the product C(C)(C)(C)C(=O)N(C(=O)C(C)(C)C)C1=CC(=C(CBr)C=C1)OCC(F)(F)F (4-(N,N-di-(tert-butylcarbonyl)amino)-2-(2,2,2-trifluoroethoxy)benzyl bromide). Reaction SMILES: [C:1]([C:5]([N:7]([C:14]1[CH:19]=[CH:18][C:17]([CH3:20])=[C:16]([O:21][CH2:22][C:23]([F:26])([F:25])[F:24])[CH:15]=1)[C:8]([C:10]([CH3:13])([CH3:12])[CH3:11])=[O:9])=[O:6])([CH3:4])([CH3:3])[CH3:2].C1C(=O)N([Br:34])C(=O)C1.CC(N=NC(C#N)(C)C)(C#N)C>C(Cl)(Cl)(Cl)Cl>[C:10]([C:8]([N:7]([C:14]1[CH:19]=[CH:18][C:17]([CH2:20][Br:34])=[C:16]([O:21][CH2:22][C:23]([F:24])([F:25])[F:26])[CH:15]=1)[C:5]([C:1]([CH3:2])([CH3:3])[CH3:4])=[O:6])=[O:9])([CH3:13])([CH3:12])[CH3:11]. Procedure: To a stirred solution of 4-(N,N-di-(tert-butyl-carbonyl)-amino)-2-(2,2,2-trifluoroethoxy)toluene (2.0 g, 5.0 mmol) from Step 3 above in CCl4 (75 mL) was added NBS (0.90 g, 5.0 mmol) and AIBN (0.2 g, 1.2 mmol). The mixture was refluxed for 2 h. The solvent was removed under reduced pressure and the residue was partitioned between EtOAc (100 mL) and saturated aqueous NaHCO3 (2×50 mL). The organic phase was dried (MgSO4), filtered, and the solvent was removed under reduced pressure. The residue was... Starting materials: C(C1=CC=CC=C1)(=O)NC(=S)NC1=NC=CC=C1OCC1=CC=CC=C1 (1-benzoyl-3-(3-(benzyloxy)pyridin-2-yl)thiourea), C([O-])([O-])=O.[K+].[K+] (potassium carbonate), CCO (EtOH). Run in O (water). The product is C(C1=CC=CC=C1)OC=1C(=NC=CC1)NC(=S)N (1-(3-(benzyloxy)pyridin-2-yl)thiourea). Isolated yield 109.4%. As a reaction SMILES: C([NH:9][C:10]([NH:12][C:13]1[C:18]([O:19][CH2:20][C:21]2[CH:26]=[CH:25][CH:24]=[CH:23][CH:22]=2)=[CH:17][CH:16]=[CH:15][N:14]=1)=[S:11])(=O)C1C=CC=CC=1.C(=O)([O-])[O-].[K+].[K+].CCO>O>[CH2:20]([O:19][C:18]1[C:13]([NH:12][C:10]([NH2:9])=[S:11])=[N:14][CH:15]=[CH:16][CH:17]=1)[C:21]1[CH:22]=[CH:23][CH:24]=[CH:25][CH:26]=1 |f:1.2.3|. Procedure: A 1 L round-bottomed flask was charged with 1-benzoyl-3-(3-(benzyloxy)pyridin-2-yl)thiourea (44.4 g, 122 mmol), potassium carbonate (20.3 g, 147 mmol), and EtOH (400 mL). The reaction mixture was heated to reflux overnight, then cooled, poured into water (900 mL) and filtered to afford 1-(3-(benzyloxy)pyridin-2-yl)thiourea (34.6 g) as a yellow solid. 1H NMR (CDCl3) δ 11.01 (s, 1H), 8.69 (s, 1H), 7.78 (d, 1H), 7.44-7.34 (m, 5H), 7.16 (d, 1H), 7.09 (bs, 1H), 6.91 (dd, 1H), 5.16 (s, 2H). LCMS (25 t... The reactants are OC[C@@H]1N(CCC1)CC1=CC(=CS1)C=1C=C2C(=CNC2=C(C1)C(=O)N)C1CCN(CC1)S(=O)(=O)C(C)C (5-(5-{[(2R)-2-(hydroxymethyl)-1-pyrrolidinyl]methyl}-3-thienyl)-3-{1-[(1-methylethyl)sulfonyl]-4-piperidinyl}-1H-indole-7-carboxamide), N1[C@H](CCC1)CO ((2R)-2-pyrrolidinylmethanol). Yields the product OCCN(C)CC1=CC(=CS1)C=1C=C2C(=CNC2=C(C1)C(=O)N)C1CCN(CC1)S(=O)(=O)C(C)C (5-(5-{[(2-hydroxyethyl)(methyl)amino]methyl}-3-thienyl)-3-{1-[(1-methylethyl)sulfonyl]-4-piperidinyl}-1H-indole-7-carboxamide). Isolated yield 51.9%. As a reaction SMILES: [OH:1][CH2:2][C@H:3]1CC[CH2:5][N:4]1[CH2:8][C:9]1[S:13][CH:12]=[C:11]([C:14]2[CH:15]=[C:16]3[C:20](=[C:21]([C:23]([NH2:25])=[O:24])[CH:22]=2)[NH:19][CH:18]=[C:17]3[CH:26]2[CH2:31][CH2:30][N:29]([S:32]([CH:35]([CH3:37])[CH3:36])(=[O:34])=[O:33])[CH2:28][CH2:27]2)[CH:10]=1.N1CCC[C@@H]1CO>>[OH:1][CH2:2][CH2:3][N:4]([CH2:8][C:9]1[S:13][CH:12]=[C:11]([C:14]2[CH:15]=[C:16]3[C:20](=[C:21]([C:23]([NH2:25])=[O:24])[CH:22]=2)[NH:19][CH:18]=[C:17]3[CH:26]2[CH2:31][CH2:30][N:29]([S:32]([CH:35]([CH3:37])[CH3:36])(=[O:33])=[O:34])[CH2:28][CH2:27]2)[CH:10]=1)[CH3:5]. Procedure details: The title compound was prepared according to the general procedure of 5-(5-{[(2R)-2-(hydroxymethyl)-1-pyrrolidinyl]methyl}-3-thienyl)-3-{1-[(1-methylethyl)sulfonyl]-4-piperidinyl}-1H-indole-7-carboxamide, substituting 2-(methylamino)ethanol (90.13 mg, 1.20 mmol) for (2R)-2-pyrrolidinylmethanol to afford 8 mg of the title compound (51.9%), The reactants are [Al+3], O=[N+]([O-])CC1(SCc2ccccc2)CCOCC1, CCOCC, [H-], [H-], [H-], [H-], [Li+], C1CCOC1. Product: NCC1(SCc2ccccc2)CCOCC1. As a reaction SMILES: [Al+3:2].[CH2:7]([c:8]1[cH:9][cH:10][cH:11][cH:12][cH:13]1)[S:14][C:15]1([CH2:21][N+:22]([O-:23])=[O:24])[CH2:16][CH2:17][O:18][CH2:19][CH2:20]1.[CH3:25][CH2:26][O:27][CH2:28][CH3:29].[H-:1].[H-:4].[H-:5].[H-:6].[Li+:3].[O:30]1[CH2:31][CH2:32][CH2:33][CH2:34]1>>[CH2:7]([c:8]1[cH:9][cH:10][cH:11][cH:12][cH:13]1)[S:14][C:15]1([CH2:21][NH2:22])[CH2:16][CH2:17][O:18][CH2:19][CH2:20]1. The reactants are CC=1C=CC2=C(C=CN3C(C2)=NN=C3S(=O)(=O)C)C1 (8-methyl-3-methylsulfonyl-11H-s-triazolo[3,4-b][3]benzazepine), C[O-].[Na+] (sodium methoxide). Product: COC1=NN=C2CC3=C(C=CN21)C=C(C=C3)C (3-methoxy-8-methyl-11H-s-triazolo[3,4-b][3]benzazepine). As a reaction SMILES: [CH3:1][C:2]1[CH:3]=[CH:4][C:5]2[CH2:11][C:10]3=[N:12][N:13]=[C:14](S(C)(=O)=O)[N:9]3[CH:8]=[CH:7][C:6]=2[CH:19]=1.[CH3:20][O-:21].[Na+]>>[CH3:20][O:21][C:14]1[N:9]2[C:10]([CH2:11][C:5]3[CH:4]=[CH:3][C:2]([CH3:1])=[CH:19][C:6]=3[CH:7]=[CH:8]2)=[N:12][N:13]=1 |f:1.2|. Procedure: The reaction of 8-methyl-3-methylsulfonyl-11H-s-triazolo[3,4-b][3]benzazepine with sodium methoxide yielded 3-methoxy-8-methyl-11H-s-triazolo[3,4-b][3]benzazepine. Colorless prisms (as recrystallized from ethyl acetate), melting point: 148°-149° C.